From a dataset of the Open Reaction Database (ORD), a public repository of structured organic reaction records. describe an organic reaction: reactants, conditions, products, and yield Starting materials: FC1=C(OC=2C(=NC(=NC2)S(=O)(=O)C)C=2C=C(C(N(C2)C)=O)C)C=CC(=C1)F (5-[5-(2,4-difluorophenoxy)-2-methylsulfonylpyrimidin-4-yl]-1,3-dimethylpyridin-2-one), C(C)S(=O)(=O)N (EtSO2NH2). The product is FC1=C(OC=2C(=NC(=NC2)NS(=O)(=O)CC)C2=CN(C(C(=C2)C)=O)C)C=CC(=C1)F (N-[5-(2,4-difluorophenoxy)-4-(1,5-dimethyl-6-oxopyridin-3-yl)pyrimidin-2-yl]ethanesulfonamide). Reaction SMILES: [F:1][C:2]1[CH:27]=[C:26]([F:28])[CH:25]=[CH:24][C:3]=1[O:4][C:5]1[C:6]([C:15]2[CH:16]=[C:17]([CH3:23])[C:18](=[O:22])[N:19]([CH3:21])[CH:20]=2)=[N:7][C:8](S(C)(=O)=O)=[N:9][CH:10]=1.[CH2:29]([S:31]([NH2:34])(=[O:33])=[O:32])[CH3:30]>>[F:1][C:2]1[CH:27]=[C:26]([F:28])[CH:25]=[CH:24][C:3]=1[O:4][C:5]1[C:6]([C:15]2[CH:16]=[C:17]([CH3:23])[C:18](=[O:22])[N:19]([CH3:21])[CH:20]=2)=[N:7][C:8]([NH:34][S:31]([CH2:29][CH3:30])(=[O:33])=[O:32])=[N:9][CH:10]=1. Reported procedure: The title compound of Example 149, step 4 was treated with EtSO2NH2 instead of MeSO2NH2 in a manner similar to Example 152, step 6 to give the title compound. 1H NMR (DMSO-d6, 400 MHz) δ 9.07 (s, 1H), 8.42 (s, 1H), 8.15 (s, 1H), 8.11 (s, 1H), 7.03-6.97 (m, 1H), 6.91-6.87 (m, 1H), 3.66-3.61 (m, 5H), 2.22 (s, 3H), 1.44 (t, J=7.6 Hz, 3H). LCMS: 437.0 (M+1)+